The task is: describe an organic reaction: reactants, conditions, products, and yield. This data is from the Open Reaction Database (ORD), a public repository of structured organic reaction records. Starting materials: C(C)(C)(C)O[C@H](C(=O)O)C1=C2N3CCC(OC/C=C/COC=4C=CC=CC4C4=CC=CC(C5=NN2C(N=C1C)=C5)=C4)(CC3)C ((2S)-2-(tert-Butoxy)-2-[(23E)-4,27-dimethyl-21,26-dioxa-1,5,7,8-tetraazahexacyclo[25.2.2.16,9.110,14.02,7.015,20]tritriaconta-2,4,6(33),8,10(32),11,13,15(20),16,18,23-undecaen-3-yl]acetic acid). Reagents/catalysts: [Pd] (Pd/C). Solvent: CO (MeOH). Yields the product C(C)(C)(C)O[C@H](C(=O)O)C1=C2N3CCC(OCCCCOC=4C=CC=CC4C4=CC=CC(C5=NN2C(N=C1C)=C5)=C4)(CC3)C ((2S)-2-(tert-Butoxy)-2-{4,27-dimethyl-21,26-dioxa-1,5,7,8-tetraazahexacyclo[25.2.2.16,9.110,14.02,7.015,20]-tritriaconta-2,4, 6(33), 8, 10(32), 11, 13, 15(20),16,18-decaen-3-yl}acetic acid). The yield is 93.5%. As a reaction SMILES: [C:1]([O:5][C@@H:6]([C:10]1[C:38]([CH3:39])=[N:37][C:36]2=[CH:40][C:33]3=[N:34][N:35]2[C:11]=1[N:12]1[CH2:43][CH2:42][C:15]([CH3:44])([O:16][CH2:17][CH:18]=[CH:19][CH2:20][O:21][C:22]2[CH:23]=[CH:24][CH:25]=[CH:26][C:27]=2[C:28]2[CH:41]=[C:32]3[CH:31]=[CH:30][CH:29]=2)[CH2:14][CH2:13]1)[C:7]([OH:9])=[O:8])([CH3:4])([CH3:3])[CH3:2]>CO.[Pd]>[C:1]([O:5][C@@H:6]([C:10]1[C:38]([CH3:39])=[N:37][C:36]2=[CH:40][C:33]3=[N:34][N:35]2[C:11]=1[N:12]1[CH2:13][CH2:14][C:15]([CH3:44])([O:16][CH2:17][CH2:18][CH2:19][CH2:20][O:21][C:22]2[CH:23]=[CH:24][CH:25]=[CH:26][C:27]=2[C:28]2[CH:41]=[C:32]3[CH:31]=[CH:30][CH:29]=2)[CH2:42][CH2:43]1)[C:7]([OH:9])=[O:8])([CH3:4])([CH3:2])[CH3:3]. Procedure: A mixture of example 20 (30 mg, 0.050 mmol), 10% Pd/C (5.35 mg, 5.03 μmol) in MeOH was stirred under a H2 balloon for 3 h. It was then filtered and concentrated to obtain 28 mg (93%) of the desired product as a white solid. 1H NMR (500 MHz, CDCl3) δ 8.51 (br. s., 1H), 7.70 (d, J=7.1 Hz, 1H), 7.54 (t, J=7.6 Hz, 1H), 7.47 (d, J=7.3 Hz, 1H), 7.40 (d, J=6.6 Hz, 1H), 7.34 (t, J=7.2 Hz, 1H), 7.04 (d, J=7.1 Hz, 2H), 6.81 (s, 1H), 6.01 (br. s., 1H), 4.59 (t, J=11.9 Hz, 1H), 4.13 (br. s., 2H), 3.91 (t, J... Reactants: CC1OCCC1 (2-methyl-tetrahydrofuran), NC=1C(=C(C(=CC1)F)C(=O)C1=CN(C2=NC=C(C=C21)C2=CC=C(C=C2)Cl)C(C2=C(C=CC=C2Cl)Cl)=O)F ((3-amino-2,6-difluoro-phenyl)-[5-(4-chlorophenyl)-1-(2,6-dichlorobenzoyl)pyrrolo[2,3-b]pyridin-3-yl]methanone), C(CC)S(=O)(=O)Cl (Propane-1-sulfonyl chloride), N1=CC=CC=C1 (pyridine). Reagents/catalysts: CN(C)C1=NC=CC=C1 (dimethylamino pyridine). Run in O (water). Conditions: temperature 12.5 celsius. Yields the product ClC1=CC=C(C=C1)C=1C=C2C(=NC1)N(C=C2C(=O)C=2C(=C(C=CC2F)NS(=O)(=O)CCC)F)C(C2=C(C=CC=C2Cl)Cl)=O (N-[3-[5-(4-chlorophenyl)-1-(2,6-dichlorobenzoyl)pyrrolo[2,3-b]pyridine-3-carbonyl]-2,4-difluoro-phenyl]propane-1-sulfonamide). Isolated yield 116.9%. As a reaction SMILES: [NH2:1][C:2]1[C:3]([F:37])=[C:4]([C:9]([C:11]2[C:19]3[C:14](=[N:15][CH:16]=[C:17]([C:20]4[CH:25]=[CH:24][C:23]([Cl:26])=[CH:22][CH:21]=4)[CH:18]=3)[N:13]([C:27](=[O:36])[C:28]3[C:33]([Cl:34])=[CH:32][CH:31]=[CH:30][C:29]=3[Cl:35])[CH:12]=2)=[O:10])[C:5]([F:8])=[CH:6][CH:7]=1.N1C=CC=CC=1.[CH2:44]([S:47](Cl)(=[O:49])=[O:48])[CH2:45][CH3:46].CC1CCCO1>CN(C1C=CC=CN=1)C.O>[Cl:26][C:23]1[CH:22]=[CH:21][C:20]([C:17]2[CH:18]=[C:19]3[C:11]([C:9]([C:4]4[C:3]([F:37])=[C:2]([NH:1][S:47]([CH2:44][CH2:45][CH3:46])(=[O:49])=[O:48])[CH:7]=[CH:6][C:5]=4[F:8])=[O:10])=[CH:12][N:13]([C:27](=[O:36])[C:28]4[C:33]([Cl:34])=[CH:32][CH:31]=[CH:30][C:29]=4[Cl:35])[C:14]3=[N:15][CH:16]=2)=[CH:25][CH:24]=1. Reported procedure: Compound 7 (800 g; 1.44 mol) and dimethylamino pyridine (7.2 g; 0.059 mol), under nitrogen, were added to a 5 L three-necked-round bottom flask cooled in an ice water bath. Anhydrous pyridine (1.8 L) was charged and the mixture was stirred at 10-15° C. until a homogeneous solution was obtained. Propane-1-sulfonyl chloride (308 g; 2.16 mol) was added drop-wise from an addition funnel while keeping the reaction temperature <20° C. and the reaction mixture was stirred at 20-25° C. for 3 h. The reac... The reactants are C1=CC=CC=2N(C3=C(CCC21)C=CC=C3)CCCO (3-(10,11-dihydro-5H-dibenz[b,f]azepin-5-yl)-1-propanol), C(CCC)[Li] (n-butyllithium), N1C[C@@H](CCC1)C(=O)OCC (Ethyl (R)-3-piperidinecarboxylate), C([O-])([O-])=O.[K+].[K+] (potassium carbonate), CS(=O)(=O)Cl (Methanesulfonyl chloride). Run in CC(=O)C (acetone), hexanes, C1CCOC1 (THF). Run at temperature 10 celsius, time 30 minute. Product: C(C)OC(=O)[C@H]1CN(CCC1)CCOCCCN1C2=C(CCC3=C1C=CC=C3)C=CC=C2 ((R)-N-(2((3-(10,11-dihydro-5H-dibenz[b,f]azepin-5-yl)-1-propyl)oxy)ethyl)-3-piperidinecarboxylic acid ethyl ester). RXN SMILES: [CH:1]1[C:11]2[CH2:10][CH2:9][C:8]3[CH:12]=[CH:13][CH:14]=[CH:15][C:7]=3[N:6]([CH2:16][CH2:17][CH2:18][OH:19])[C:5]=2[CH:4]=[CH:3][CH:2]=1.[CH2:20]([Li])[CH2:21]CC.CS(Cl)(=O)=O.[NH:30]1[CH2:35][CH2:34][CH2:33][C@@H:32]([C:36]([O:38][CH2:39][CH3:40])=[O:37])[CH2:31]1.C(=O)([O-])[O-].[K+].[K+]>C1COCC1.CC(C)=O>[CH2:39]([O:38][C:36]([C@@H:32]1[CH2:33][CH2:34][CH2:35][N:30]([CH2:20][CH2:21][O:19][CH2:18][CH2:17][CH2:16][N:6]2[C:7]3[CH:15]=[CH:14][CH:13]=[CH:12][C:8]=3[CH2:9][CH2:10][C:11]3[CH:1]=[CH:2][CH:3]=[CH:4][C:5]2=3)[CH2:31]1)=[O:37])[CH3:40] |f:4.5.6|. Procedure details: A solution of the above alcohol (0.60 g, 2.0 mmol) in dry THF (15 ml) was placed under an atmosphere of nitrogen and then cooled on an ice-bath. A solution of n-butyllithium in hexanes (0.88 ml, 2.5 M) was added dropwise at 10° C. When addition was complete the mixture was stirred at 10° C. for 30 minutes. Methanesulfonyl chloride (0.25 g, 2.2 mmol) was added and the reaction mixture was stirred at room temperature for 90 minutes. The volatiles were evaporated in vacuo leaving a residue which wa... Reactants: C(C)OC(=O)C=1C=2N=CC=NC2C(=CC1)C1=C(C(=CC(=C1F)OC)OC)F (8-(2,6-difluoro-3,5-dimethoxy-phenyl)quinoxaline-5-carboxylic acid ethyl ester), CO (MeOH), [N+](=O)([O-])C=1NC=C(N1)CN1CCOCC1 (4-(2-Nitro-1H-imidazol-4-ylmethyl)morpholine), CO.C1CCOC1 (MeOH THF). The reagents and catalysts are [Ni] (Raney nickel). Run in C(Cl)Cl.CO (DCM MeOH). Conditions: temperature 70 celsius, time 2 hour. Yields the product N1(CCOCC1)CC=1N=C(NC1)NC(=O)C=1C=2N=CC=NC2C(=CC1)C1=C(C(=CC(=C1F)OC)OC)F (8-(2,6-Difluoro-3,5-dimethoxy-phenyl)-quinoxaline-5-carboxylic acid (4-morpholin-4-ylmethyl-1H-imidazol-2-yl)-amide). RXN SMILES: C(O[C:4]([C:6]1[C:7]2[N:8]=[CH:9][CH:10]=[N:11][C:12]=2[C:13]([C:16]2[C:21]([F:22])=[C:20]([O:23][CH3:24])[CH:19]=[C:18]([O:25][CH3:26])[C:17]=2[F:27])=[CH:14][CH:15]=1)=[O:5])C.[N+:28]([C:31]1[NH:32][CH:33]=[C:34]([CH2:36][N:37]2[CH2:42][CH2:41][O:40][CH2:39][CH2:38]2)[N:35]=1)([O-])=O.CO.C1COCC1.CO>[Ni].C(Cl)Cl.CO>[N:37]1([CH2:36][C:34]2[N:35]=[C:31]([NH:28][C:4]([C:6]3[C:7]4[N:8]=[CH:9][CH:10]=[N:11][C:12]=4[C:13]([C:16]4[C:17]([F:27])=[C:18]([O:25][CH3:26])[CH:19]=[C:20]([O:23][CH3:24])[C:21]=4[F:22])=[CH:14][CH:15]=3)=[O:5])[NH:32][CH:33]=2)[CH2:42][CH2:41][O:40][CH2:39][CH2:38]1 |f:2.3,6.7|. Procedure details: The title compound was prepared in analogy to the procedures described in Example 14 but stirring the reaction mixture for 2 h at 70° C. and using 8-(2,6-difluoro-3,5-dimethoxy-phenyl)quinoxaline-5-carboxylic acid ethyl ester (Step 124.1). 4-(2-Nitro-1H-imidazol-4-ylmethyl)morpholine (Step 23.1) was used instead of 2-nitroimidazole in Step 14.3, and Raney nickel and MeOH/THF (1:1) instead of palladium on carbon and MeOH in Step 14.2. The title compound: ESI-MS: 511.1 [M+H]+; tR=3.21 min (System ... The reactants are C12(CC3CC(CC(C1)C3)C2)COC2=C(C(=C(C(=O)O)C=C2F)F)Cl (4-(adamantan-1-ylmethoxy)-3-chloro-2,5-difluorobenzoic acid), CS(=O)(=O)N (methanesulfonamide). Yields the product C12(CC3CC(CC(C1)C3)C2)COC2=C(C(=C(C(=O)NS(=O)(=O)C)C=C2F)F)Cl (4-(adamantan-1-ylmethoxy)-3-chloro-2,5-difluoro-N-(methylsulfonyl)benzamide). RXN SMILES: [C:1]12([CH2:11][O:12][C:13]3[C:21]([F:22])=[CH:20][C:16]([C:17](O)=[O:18])=[C:15]([F:23])[C:14]=3[Cl:24])[CH2:10][CH:5]3[CH2:6][CH:7]([CH2:9][CH:3]([CH2:4]3)[CH2:2]1)[CH2:8]2.[CH3:25][S:26]([NH2:29])(=[O:28])=[O:27]>>[C:1]12([CH2:11][O:12][C:13]3[C:21]([F:22])=[CH:20][C:16]([C:17]([NH:29][S:26]([CH3:25])(=[O:28])=[O:27])=[O:18])=[C:15]([F:23])[C:14]=3[Cl:24])[CH2:10][CH:5]3[CH2:6][CH:7]([CH2:9][CH:3]([CH2:4]3)[CH2:2]1)[CH2:8]2. Reported procedure: The compound was prepared in a similar manner to step 2 of Example 412 from 4-(adamantan-1-ylmethoxy)-3-chloro-2,5-difluorobenzoic acid and methanesulfonamide. LCMS (Method D): RT=6.97 min, m/z: 434.1 [M+H]+. 1H NMR (400 MHz, DMSO-d6) δ 7.66 (dd, J=11.6, 6.6 Hz, 1H), 3.82 (d, J=2.0 Hz, 2H), 1.99 (s, 3H), 1.82-1.56 (m, 12H). The reactants are CC(=O)OC(C)=O, CC(=O)C[N+](=O)[O-], CCCCN=Cc1cccc([N+](=O)[O-])c1. The product is CC(=O)C(=Cc1cccc([N+](=O)[O-])c1)[N+](=O)[O-]. As a reaction SMILES: [CH3:23][C:24]([O:25][C:26](=[O:27])[CH3:28])=[O:29].[N+:16](=[O:17])([O-:18])[CH2:19][C:20]([CH3:21])=[O:22].[N+:1](=[O:2])([O-:3])[c:4]1[cH:5][c:6]([CH:7]=[N:8][CH2:9][CH2:10][CH2:11][CH3:12])[cH:13][cH:14][cH:15]1>>[N+:1](=[O:2])([O-:3])[c:4]1[cH:5][c:6]([CH:7]=[C:19]([N+:16](=[O:17])[O-:18])[C:20]([CH3:21])=[O:22])[cH:13][cH:14][cH:15]1.